This data is from the Open Reaction Database (ORD), a public repository of structured organic reaction records. The task is: describe an organic reaction: reactants, conditions, products, and yield Starting materials: ClCCl, O=C1OC(O)c2cc(Cl)ccc21, CI. The product is COC(=O)c1ccc(Cl)cc1C=O. RXN SMILES: [Cl:15][CH2:16][Cl:17].[Cl:1][c:2]1[cH:3][c:4]2[c:8]([cH:9][cH:10]1)[C:7](=[O:11])[O:6][CH:5]2[OH:12].[I:13][CH3:14]>>[Cl:1][c:2]1[cH:3][c:4]([CH:5]=[O:12])[c:8]([C:7]([O:6][CH3:14])=[O:11])[cH:9][cH:10]1. RXN SMILES: [Br:15][CH2:16][CH2:17][c:18]1[cH:19][cH:20][c:21]([C:22](=[O:23])[O:24][C:25]([CH3:26])([CH3:27])[CH3:28])[cH:29][cH:30]1.[CH3:37][C:38]#[N:39].[CH3:40][CH2:41][O:42][C:43]([CH3:44])=[O:45].[ClH:1].[K+:31].[K+:32].[O-:33][C:34]([O-:35])=[O:36].[c:2]1([P:8]2(=[O:14])[CH2:9][CH2:10][NH:11][CH2:12][CH2:13]2)[cH:3][cH:4][cH:5][cH:6][cH:7]1>>[c:2]1([P:8]2(=[O:14])[CH2:9][CH2:10][N:11]([CH2:16][CH2:17][c:18]3[cH:19][cH:20][c:21]([C:22](=[O:23])[O:24][C:25]([CH3:26])([CH3:27])[CH3:28])[cH:29][cH:30]3)[CH2:12][CH2:13]2)[cH:3][cH:4][cH:5][cH:6][cH:7]1. Starting materials: CC(C)(C)OC(=O)c1ccc(CCBr)cc1, CC#N, CCOC(C)=O, Cl, [K+], [K+], O=C([O-])[O-], O=P1(c2ccccc2)CCNCC1. Yields the product CC(C)(C)OC(=O)c1ccc(CCN2CCP(=O)(c3ccccc3)CC2)cc1. The reactants are CCCCCCCN(Cc1ccc(F)cc1F)C(=O)COc1ccc(CC(OCC)C(=O)OCC)cc1, C1CCOC1, [Li+], [OH-], O. Yields the product CCCCCCCN(Cc1ccc(F)cc1F)C(=O)COc1ccc(CC(OCC)C(=O)O)cc1. As a reaction SMILES: [CH2:1]([CH3:2])[O:3][C:4]([CH:5]([CH2:6][c:7]1[cH:8][cH:9][c:10]([O:13][CH2:14][C:15](=[O:16])[N:17]([CH2:18][CH2:19][CH2:20][CH2:21][CH2:22][CH2:23][CH3:24])[CH2:25][c:26]2[c:27]([F:33])[cH:28][c:29]([F:32])[cH:30][cH:31]2)[cH:11][cH:12]1)[O:34][CH2:35][CH3:36])=[O:37].[CH2:41]1[O:42][CH2:43][CH2:44][CH2:45]1.[Li+:39].[OH-:40].[OH2:38]>>[O:3]=[C:4]([CH:5]([CH2:6][c:7]1[cH:8][cH:9][c:10]([O:13][CH2:14][C:15](=[O:16])[N:17]([CH2:18][CH2:19][CH2:20][CH2:21][CH2:22][CH2:23][CH3:24])[CH2:25][c:26]2[c:27]([F:33])[cH:28][c:29]([F:32])[cH:30][cH:31]2)[cH:11][cH:12]1)[O:34][CH2:35][CH3:36])[OH:37]. Reactants: ClC1=C(C(=CC(=C1)C(F)(F)F)Cl)N1N=C(C(=C1)I)C (1-(2,6-dichloro-4-trifluoromethylphenyl)4-iodo-3-methylpyrazole), C(=C)[Sn](CCCC)(CCCC)CCCC (vinyltri-n-butyltin). Reagents/catalysts: C=1C=CC(=CC1)[P](C=2C=CC=CC2)(C=3C=CC=CC3)[Pd]([P](C=4C=CC=CC4)(C=5C=CC=CC5)C=6C=CC=CC6)([P](C=7C=CC=CC7)(C=8C=CC=CC8)C=9C=CC=CC9)[P](C=1C=CC=CC1)(C=1C=CC=CC1)C=1C=CC=CC1 (tetrakis(triphenylphosphine)palladium(0)). Solvent: CN(C=O)C (dimethylformamide). Reaction conditions: temperature 70 celsius. Product: ClC1=C(C(=CC(=C1)C(F)(F)F)Cl)N1N=C(C(=C1)C=C)C (1-(2,6-Dichloro-4-trifluoromethylphenyl)-4-ethenyl-3-methylpyrazole). RXN SMILES: [Cl:1][C:2]1[CH:7]=[C:6]([C:8]([F:11])([F:10])[F:9])[CH:5]=[C:4]([Cl:12])[C:3]=1[N:13]1[CH:17]=[C:16](I)[C:15]([CH3:19])=[N:14]1.[CH:20]([Sn](CCCC)(CCCC)CCCC)=[CH2:21]>CN(C)C=O.C1C=CC([P]([Pd]([P](C2C=CC=CC=2)(C2C=CC=CC=2)C2C=CC=CC=2)([P](C2C=CC=CC=2)(C2C=CC=CC=2)C2C=CC=CC=2)[P](C2C=CC=CC=2)(C2C=CC=CC=2)C2C=CC=CC=2)(C2C=CC=CC=2)C2C=CC=CC=2)=CC=1>[Cl:1][C:2]1[CH:7]=[C:6]([C:8]([F:11])([F:10])[F:9])[CH:5]=[C:4]([Cl:12])[C:3]=1[N:13]1[CH:17]=[C:16]([CH:20]=[CH2:21])[C:15]([CH3:19])=[N:14]1 |^1:43,45,64,83|. Reported procedure: To a stirred solution of 1-(2,6-dichloro-4-trifluoromethylphenyl)4-iodo-3-methylpyrazole (2.06 g) in dimethylformamide (25 ml) was added tetrakis(triphenylphosphine)palladium(0) (0.1 g) and vinyltri-n-butyltin (2 ml). The mixture was heated at 70° C. for 2 hours. The reaction mixture was eyaporated and then partitioned between water and ether. The aqueous layer was separated and extracted twice with ether. The combined organic layers were washed with brine, dried (Na2SO4) and evaporated. The res... Starting materials: CN(C1=CC=C(C=C1)C=1C=C(C(=NC1)N)C)C (5-(4-(dimethylamino)phenyl)-3-methylpyridin-2-amine), CC1=CC=C(O1)CCC(=O)Cl (3-(5-methylfuran-2-yl)propanoyl chloride). Run in N1=CC=CC=C1 (pyridine). Reaction conditions: time 16 hour. Product: CN(C1=CC=C(C=C1)C=1C=C(C(=NC1)NC(CCC=1OC(=CC1)C)=O)C)C (N-(5-(4-(Dimethylamino)phenyl)-3-methylpyridin-2-yl)-3-(5-methylfuran-2-yl) propanamide). RXN SMILES: [CH3:1][N:2]([CH3:17])[C:3]1[CH:8]=[CH:7][C:6]([C:9]2[CH:10]=[C:11]([CH3:16])[C:12]([NH2:15])=[N:13][CH:14]=2)=[CH:5][CH:4]=1.[CH3:18][C:19]1[O:23][C:22]([CH2:24][CH2:25][C:26](Cl)=[O:27])=[CH:21][CH:20]=1>N1C=CC=CC=1>[CH3:1][N:2]([CH3:17])[C:3]1[CH:4]=[CH:5][C:6]([C:9]2[CH:10]=[C:11]([CH3:16])[C:12]([NH:15][C:26](=[O:27])[CH2:25][CH2:24][C:22]3[O:23][C:19]([CH3:18])=[CH:20][CH:21]=3)=[N:13][CH:14]=2)=[CH:7][CH:8]=1. Reported procedure: A solution of 5-(4-(dimethylamino)phenyl)-3-methylpyridin-2-amine (120b, 2.27 g, 10.0 mmol) in pyridine (30 ml) was added with 3-(5-methylfuran-2-yl)propanoyl chloride (1.90 g, 11.0 mmol) and then stirred at room temperature for further 16 hours. The reaction mixture was quenched with water and extracted with ethyl acetate. The organic layer was washed with brine, dried over MgSO4(s) and concentrated under reduced pressure. The residue was purified by column chromatography on silica gel to give ... The reactants are [OH-].[K+] (potassium hydroxide), COC(C1=CC=C(C=C1)OCCC(CCCC(C)C)C)=O (Methyl[4-(3,7-dimethyl-1-octyloxy)]benzoate), Cl (hydrochloric acid). The solvent is O1CCOCC1 (1,4-dioxane). Reaction conditions: temperature 100 celsius, time 6 hour. The product is CC(CCOC1=CC=C(C(=O)O)C=C1)CCCC(C)C (4-(3,7-dimethyl-1-octyloxy)benzoic acid). Isolated yield 92.9%. Reaction SMILES: C[O:2][C:3](=[O:21])[C:4]1[CH:9]=[CH:8][C:7]([O:10][CH2:11][CH2:12][CH:13]([CH3:20])[CH2:14][CH2:15][CH2:16][CH:17]([CH3:19])[CH3:18])=[CH:6][CH:5]=1.[OH-].[K+].Cl>O1CCOCC1>[CH3:20][CH:13]([CH2:14][CH2:15][CH2:16][CH:17]([CH3:19])[CH3:18])[CH2:12][CH2:11][O:10][C:7]1[CH:6]=[CH:5][C:4]([C:3]([OH:21])=[O:2])=[CH:9][CH:8]=1 |f:1.2|. Procedure details: Methyl[4-(3,7-dimethyl-1-octyloxy)]benzoate (16.1 g, 54.9 mmol) was dissolved in 1,4-dioxane (300 ml), 50% aqueous potassium hydroxide solution (25 ml) was added and the mixture was stirred at 100° C. for 6 hr. To acidify the reaction mixture, concentrated hydrochloric acid was added dropwise, and the mixture was extracted with ethyl acetate (200 ml), and washed with 10% aqueous sodium hydroxide solution (100 ml) and saturated brine (100 ml). The organic layer was dried over sodium sulfate, filt...